From a dataset of the Open Reaction Database (ORD), a public repository of structured organic reaction records. describe an organic reaction: reactants, conditions, products, and yield The reactants are O (water), FCC=1CS([C@H]2N(C1C(=O)OC(C1=CC=CC=C1)C1=CC=CC=C1)C(C2NC(CC=2SC=CC2)=O)=O)=O (benzhydryl 3-fluoromethyl-7-(2-thienylacetamido)-3-cephem-4-carboxylate-1-oxide), Cl[Sn]Cl (SnCl2), C(C)(=O)Cl (acetyl chloride). Run in CC#N (CH3CN), CN(C=O)C (DMF). Run at time 1 hour. Product: FCC=1CS[C@H]2N(C1C(=O)OC(C1=CC=CC=C1)C1=CC=CC=C1)C(C2NC(CC=2SC=CC2)=O)=O (benzhydryl 3-fluoromethyl-7-(2-thienylacetamido)-3-cephem-4-carboxylate). As a reaction SMILES: [F:1][CH2:2][C:3]1[CH2:4][S:5](=O)[C@@H:6]2[CH:26]([NH:27][C:28](=[O:35])[CH2:29][C:30]3[S:31][CH:32]=[CH:33][CH:34]=3)[C:25](=[O:36])[N:7]2[C:8]=1[C:9]([O:11][CH:12]([C:19]1[CH:24]=[CH:23][CH:22]=[CH:21][CH:20]=1)[C:13]1[CH:18]=[CH:17][CH:16]=[CH:15][CH:14]=1)=[O:10].Cl[Sn]Cl.C(Cl)(=O)C.O>CC#N.CN(C)C=O>[F:1][CH2:2][C:3]1[CH2:4][S:5][C@@H:6]2[CH:26]([NH:27][C:28](=[O:35])[CH2:29][C:30]3[S:31][CH:32]=[CH:33][CH:34]=3)[C:25](=[O:36])[N:7]2[C:8]=1[C:9]([O:11][CH:12]([C:19]1[CH:24]=[CH:23][CH:22]=[CH:21][CH:20]=1)[C:13]1[CH:14]=[CH:15][CH:16]=[CH:17][CH:18]=1)=[O:10]. Procedure: To a solution of 2.08 g (3.7 mmole) of benzhydryl 3-fluoromethyl-7-(2-thienylacetamido)-3-cephem-4-carboxylate-1-oxide in 15 ml CH3CN and 6 ml DMF (dimethylformamide) at 0° is added 0.765 g (4.04 mmole) of anhydrous SnCl2 and 1.21 g (15.4 mmole) of acetyl chloride and the resulting mixture is stirred at 0° for 1.0 hrs, then at 30° for 1.0 hour, and then poured into water and extracted with ethyl acetate. The ethyl acetate layer is washed with 3% HCl solution, 5% NaHCO3 solution, and water, and t... Starting materials: CCCCOCCOCCOC(=O)Cl, O, c1ccncc1, c1ccc2[nH]c(-c3cscn3)nc2c1. The product is CCCCOCCOCCOC(=O)n1c(-c2cscn2)nc2ccccc21. Reaction SMILES: [Cl:1][C:2](=[O:3])[O:4][CH2:5][CH2:6][O:7][CH2:8][CH2:9][O:10][CH2:11][CH2:12][CH2:13][CH3:14].[OH2:35].[cH:29]1[cH:30][cH:31][n:32][cH:33][cH:34]1.[s:15]1[cH:16][n:17][c:18](-[c:20]2[nH:21][c:22]3[c:23]([n:24]2)[cH:25][cH:26][cH:27][cH:28]3)[cH:19]1>>[C:2](=[O:3])([O:4][CH2:5][CH2:6][O:7][CH2:8][CH2:9][O:10][CH2:11][CH2:12][CH2:13][CH3:14])[n:24]1[c:20](-[c:18]2[n:17][cH:16][s:15][cH:19]2)[n:21][c:22]2[c:23]1[cH:25][cH:26][cH:27][cH:28]2. The reactants are CN1CC[C@]23C4=C5C=CC(=C4O[C@H]2C(=O)CC[C@H]3[C@H]1C5)OC.C(C(C(=O)O)O)(C(=O)O)O (hydrocodone bitartrate), C(C)O (ethanol). Run in O (water), O (water). Product: CN1CC[C@]23[C@@H]4[C@H]1CC5=C2C(=C(C=C5)OC)O[C@H]3C(=O)CC4.[C@@H]([C@H](C(=O)O)O)(C(=O)O)O.O (Hydrocodone Bitartrate Hemipentahydrate). As a reaction SMILES: [CH3:1][N:2]1[C@@H:19]2[CH2:20][C:7]3[CH:8]=[CH:9][C:10]([O:21][CH3:22])=[C:11]4[O:12][C@H:13]5[C:14]([CH2:16][CH2:17][C@@H:18]2[C@:5]5([C:6]=34)[CH2:4][CH2:3]1)=[O:15].[CH:23]([OH:32])([C:29]([OH:31])=[O:30])[CH:24]([OH:28])[C:25]([OH:27])=[O:26].C([OH:35])C>O>[CH3:1][N:2]1[C@@H:19]2[CH2:20][C:7]3[CH:8]=[CH:9][C:10]([O:21][CH3:22])=[C:11]4[O:12][C@H:13]5[C:14]([CH2:16][CH2:17][C@@H:18]2[C@:5]5([C:6]=34)[CH2:4][CH2:3]1)=[O:15].[C@H:23]([OH:32])([C:29]([OH:31])=[O:30])[C@@H:24]([OH:28])[C:25]([OH:27])=[O:26].[OH2:35] |f:0.1,4.5.6|. Reported procedure: A sample of 149.4 g of hydrocodone bitartrate containing 2.1 wt % of ethanol was placed in a crystallisation dish. The sample was placed in a vacuum oven along with a crystallisation dish containing water (ca 200 ml). A vacuum was applied (16665 pascals (approximately 10 mm to 1 mm Hg)) and the sample was dried at 60° C. for 24 hours to afford 151.7 g of ethanol-free (as defined below) product. The water content measured by Karl Fisher titration was 9.66% which indicated that the final product w...